This data is from the Open Reaction Database (ORD), a public repository of structured organic reaction records. The task is: describe an organic reaction: reactants, conditions, products, and yield Reactants: CCOC(=O)c1ccc(NCC=Cc2ccccc2)cc1, CCO, Cl, [K+], [OH-], O, O. Product: O=C(O)c1ccc(NCC=Cc2ccccc2)cc1. RXN SMILES: [CH2:1]([CH:2]=[CH:3][c:4]1[cH:5][cH:6][cH:7][cH:8][cH:9]1)[NH:10][c:11]1[cH:12][cH:13][c:14]([C:15](=[O:16])[O:17][CH2:18][CH3:19])[cH:20][cH:21]1.[CH2:25]([OH:26])[CH3:27].[ClH:28].[K+:23].[OH-:22].[OH2:24].[OH2:29]>>[CH2:1]([CH:2]=[CH:3][c:4]1[cH:5][cH:6][cH:7][cH:8][cH:9]1)[NH:10][c:11]1[cH:12][cH:13][c:14]([C:15](=[O:16])[OH:17])[cH:20][cH:21]1. The reactants are NC1=CC(=C(C=C1)CCC(=O)OC)C (methyl 3-(4-amino-2-methylphenyl)propanoate), BrN1C(CCC1=O)=O (N-bromosuccinimide). Solvent: C(C)#N (acetonitrile). Run at time 10 minute. The product is NC1=CC(=C(C=C1Br)CCC(=O)OC)C (methyl 3-(4-amino-5-bromo-2-methylphenyl)propanoate). The yield is 50.7%. As a reaction SMILES: [NH2:1][C:2]1[CH:7]=[CH:6][C:5]([CH2:8][CH2:9][C:10]([O:12][CH3:13])=[O:11])=[C:4]([CH3:14])[CH:3]=1.[Br:15]N1C(=O)CCC1=O>C(#N)C>[NH2:1][C:2]1[C:7]([Br:15])=[CH:6][C:5]([CH2:8][CH2:9][C:10]([O:12][CH3:13])=[O:11])=[C:4]([CH3:14])[CH:3]=1. Procedure: A solution of Intermediate 8 (1.4 g) in acetonitrile (20 ml) was added with N-bromosuccinimide (1.4 g, WAKO) under ice cooling, stirred for 10 minutes under ice cooling, and then stirred at room temperature for 3 hours. The reaction mixture was concentrated under reduced pressure, then added with ethyl acetate (10 ml), and successively washed with saturated aqueous ammonium chloride, 5% aqueous sodium sulfite, saturated aqueous sodium hydrogencarbonate and saturated brine, the organic layer was ...